This data is from the Open Reaction Database (ORD), a public repository of structured organic reaction records. The task is: describe an organic reaction: reactants, conditions, products, and yield The reactants are 2,3-dihydro-spiro[benzofuran-2(3H),3'-piperidine]hydrochloride, [I-].[K+] (potassium iodide), CN(C=O)C (dimethylformamide), ClCCCC1=NOC2=C1C=CC(=C2)F (3-(3-chloropropyl)-6-fluoro-1,2-benzisoxazole), C([O-])([O-])=O.[K+].[K+] (potassium carbonate). Conditions: temperature 90 celsius. Product: Cl.FC1=CC2=C(C(=NO2)CCCN2C[C@]3(CCC2)OC=2[C@H](C3)CC=CC2)C=C1 ((R,S)-dihydro-1'-[3-(6-fluoro-1,2-benzisoxazol-3-yl)propyl]-spiro[benzofuran-2(3H),3'-piperidine]hydrochloride). Yield: 38.0%. RXN SMILES: [Cl:1][CH2:2][CH2:3][CH2:4][C:5]1[C:9]2[CH:10]=[CH:11][C:12]([F:14])=[CH:13][C:8]=2[O:7][N:6]=1.[C:15](=[O:18])([O-])[O-].[K+].[K+].[I-].[K+].[CH3:23][N:24]([CH3:27])C=O>>[ClH:1].[F:14][C:12]1[CH:11]=[CH:10][C:9]2[C:5]([CH2:4][CH2:3][CH2:2][N:24]3[CH2:27][CH2:11][CH2:12][C@@:13]4([CH2:8][C@@H:9]5[CH2:5][CH:4]=[CH:3][CH:2]=[C:15]5[O:18]4)[CH2:23]3)=[N:6][O:7][C:8]=2[CH:13]=1 |f:1.2.3,4.5,7.8|. Reported procedure: In 50 ml dry dimethylformamide (DMF) were combined 5.00 g (22.2 mmol) 2,3-dihydro-spiro[benzofuran-2(3H),3'-piperidine]hydrochloride of Example 1c, 7.41 g (1.25 equivalents) 3-(3-chloropropyl)-6-fluoro-1,2-benzisoxazole of Example 1d, 18.4 g (6 equivalents) milled anhydrous potassium carbonate, and a catalytic amount (0.5 g) potassium iodide. The mixture was stirred under nitrogen at 90° C. for three and one-half hours, then cooled and filtered. The DMF was evaporated in vacuo to an oil which wa... The reactants are FC1=CC=C(C(=O)N2C(CCC2)C(=O)O)C=C1 (1-(4-fluorobenzoyl)pyrrolidine-2-carboxylic acid), C1(=CC=CC=C1)C#CC(=O)OC (Methyl phenylpropiolate), C(C)(C)OC(C)C (diisopropyl ether). Run in C(C)(=O)OC(C)=O (acetic anhydride), C(C)(=O)OC(C)=O (acetic anhydride). Reaction conditions: temperature 28 celsius, time 4 hour. The product is FC1=CC=C(C=C1)C1=C(C(=C2CCCN12)C(=O)OC)C1=CC=CC=C1 (Methyl 3-(4-fluorophenyl)-2-phenyl-6,7-dihydro-5H-pyrrolizine-1-carboxylate). RXN SMILES: [C:1]1([C:7]#[C:8][C:9]([O:11][CH3:12])=[O:10])[CH:6]=[CH:5][CH:4]=[CH:3][CH:2]=1.[F:13][C:14]1[CH:29]=[CH:28][C:17]([C:18]([N:20]2[CH2:24][CH2:23][CH2:22][CH:21]2C(O)=O)=O)=[CH:16][CH:15]=1.C(OC(C)C)(C)C>C(OC(=O)C)(=O)C>[F:13][C:14]1[CH:15]=[CH:16][C:17]([C:18]2[N:20]3[C:21]([CH2:22][CH2:23][CH2:24]3)=[C:8]([C:9]([O:11][CH3:12])=[O:10])[C:7]=2[C:1]2[CH:6]=[CH:5][CH:4]=[CH:3][CH:2]=2)=[CH:28][CH:29]=1. Procedure details: Methyl phenylpropiolate (methyl dehydrocinnamate (0.96 g, 6 mmol)) is dissolved in acetic anhydride (14 ml) and brought to the boiling temperature of acetic anhydride in a hot oil bath (140° C.). The total amount of 1-(4-fluorobenzoyl)pyrrolidine-2-carboxylic acid (1.42 g, 6 mmol) is added, and the thoroughly mixed solution is refluxed (1 28° C.) for 20 h with stirring. After standing for 4 hours and cooling to RT, a pure crystalline solid deposits (TLC: Al2O3, diisopropyl ether, Rf 0.7). The cr... Starting materials: [H-].[Na+] (sodium hydride), Cl (hydrochloric acid), [N+](=O)([O-])C1=C(C=CC=C1)CC#N (2-(2-nitrophenyl)acetonitrile), COC1=NC(=NC(=C1)OC)S(=O)(=O)C (4,6-dimethoxy-2-methanesulfonylpyrimidine). Solvent: CN(C=O)C (dimethylformamide), O (water). Run at time 2 hour. Product: COC1=NC(=NC(=C1)OC)C(C#N)C1=C(C=CC=C1)[N+](=O)[O-] (2-(4,6-dimethoxypyrimidine-2-yl)-2-(2-nitrophenyl)acetonitrile). Yield: 79.2%. As a reaction SMILES: [N+:1]([C:4]1[CH:9]=[CH:8][CH:7]=[CH:6][C:5]=1[CH2:10][C:11]#[N:12])([O-:3])=[O:2].[H-].[Na+].[CH3:15][O:16][C:17]1[CH:22]=[C:21]([O:23][CH3:24])[N:20]=[C:19](S(C)(=O)=O)[N:18]=1.Cl>CN(C)C=O.O>[CH3:15][O:16][C:17]1[CH:22]=[C:21]([O:23][CH3:24])[N:20]=[C:19]([CH:10]([C:5]2[CH:6]=[CH:7][CH:8]=[CH:9][C:4]=2[N+:1]([O-:3])=[O:2])[C:11]#[N:12])[N:18]=1 |f:1.2|. Procedure details: 50 g (0.31 M) of 2-(2-nitrophenyl)acetonitrile was dissolved in 500 ml of dimethylformamide. Thereto was added 24.7 g (0.62 M) of 60% sodium hydride. The mixture was stirred at room temperature for 2 hours. Then, 68 g (0.31 M) of 4,6-dimethoxy-2-methanesulfonylpyrimidine was added. The mixture was stirred at 80° C. for 1 hour to give rise to a reaction. The reaction mixture was poured into water, followed by neutralization with dilute hydrochloric acid. The mixture was subjected to extraction wi... Reactants: ClC=1N=C(C2=C(N1)C(=C(S2)I)C)N2CCOCC2 (2-chloro-6-iodo-7-methyl-4-morpholinothieno[3,2-d]pyrimidine), C(C)(=O)NC=1C=C(C=CC1)B(O)O (3-Acetamidobenzeneboronic acid), CC1(OB(OC1(C)C)C1=C2C=NNC2=CC=C1)C (4-(4,4,5,5-tetramethyl-[1,3,2]dioxaborolan-2-yl)-1H-indazole). Reagents/catalysts: Cl[Pd]([P](C1=CC=CC=C1)(C2=CC=CC=C2)C3=CC=CC=C3)([P](C4=CC=CC=C4)(C5=CC=CC=C5)C6=CC=CC=C6)Cl (bis(triphenylphosphine)palladium(II) dichloride), Cl[Pd]([P](C1=CC=CC=C1)(C2=CC=CC=C2)C3=CC=CC=C3)([P](C4=CC=CC=C4)(C5=CC=CC=C5)C6=CC=CC=C6)Cl (bis(triphenylphosphine)palladium(II) dichloride). Run in C(=O)([O-])[O-].[Na+].[Na+] (Na2CO3), C(C)#N (acetonitrile), C(C)#N (acetonitrile), C(=O)([O-])[O-].[Na+].[Na+] (Na2CO3). Conditions: temperature 150 celsius. Yields the product N1N=CC2=C(C=CC=C12)C=1N=C(C2=C(N1)C(=C(S2)C=2C=C(C=CC2)NC(C)=O)C)N2CCOCC2 (N-(3-(2-(1H-indazol-4-yl)-7-methyl-4-morpholinothieno[3,2-d]pyrimidin-6-yl)phenyl)acetamide). Reaction SMILES: Cl[C:2]1[N:3]=[C:4]([N:13]2[CH2:18][CH2:17][O:16][CH2:15][CH2:14]2)[C:5]2[S:10][C:9](I)=[C:8]([CH3:12])[C:6]=2[N:7]=1.[C:19]([NH:22][C:23]1[CH:24]=[C:25](B(O)O)[CH:26]=[CH:27][CH:28]=1)(=[O:21])[CH3:20].CC1(C)C(C)(C)OB([C:40]2[CH:48]=[CH:47][CH:46]=[C:45]3[C:41]=2[CH:42]=[N:43][NH:44]3)O1>C([O-])([O-])=O.[Na+].[Na+].C(#N)C.Cl[Pd](Cl)([P](C1C=CC=CC=1)(C1C=CC=CC=1)C1C=CC=CC=1)[P](C1C=CC=CC=1)(C1C=CC=CC=1)C1C=CC=CC=1>[NH:44]1[C:45]2[C:41](=[C:40]([C:2]3[N:3]=[C:4]([N:13]4[CH2:18][CH2:17][O:16][CH2:15][CH2:14]4)[C:5]4[S:10][C:9]([C:27]5[CH:28]=[C:23]([NH:22][C:19](=[O:21])[CH3:20])[CH:24]=[CH:25][CH:26]=5)=[C:8]([CH3:12])[C:6]=4[N:7]=3)[CH:48]=[CH:47][CH:46]=2)[CH:42]=[N:43]1 |f:3.4.5,^1:61,80|. Procedure: 2-Chloro-6-iodo-7-methyl-4-morpholinothieno[3,2-d]pyrimidine from Example 12 (0.1 g, 0.3 mmol), 3-Acetamidobenzeneboronic acid (50 mg, 0.3 mmol), and bis(triphenylphosphine)palladium(II) dichloride (9 mg, 13 μmmol) in 1 M aqueous Na2CO3 (0.5 mL) and acetonitrile (0.5 mL) were heated to 100° C. in a sealed microwave reactor for 10 min. Upon completion, 4-(4,4,5,5-tetramethyl-1,3,2-dioxaborolan-2-yl)-1H-indazole 7 (122 mg, 0.5 mmol), bis(triphenylphosphine)palladium(II) dichloride (9 mg, 13 μmol),...